This data is from the Open Reaction Database (ORD), a public repository of structured organic reaction records. The task is: describe an organic reaction: reactants, conditions, products, and yield Reactants: C1CCOC1, COCCCCOS(C)(=O)=O, Nc1cc(F)ccc1[N+](=O)[O-], [H-], [Na+]. Product: COCCCCNc1cc(F)ccc1[N+](=O)[O-]. RXN SMILES: [CH2:25]1[O:26][CH2:27][CH2:28][CH2:29]1.[CH3:14][S:15]([O:16][CH2:19][CH2:20][CH2:21][CH2:22][O:23][CH3:24])(=[O:17])=[O:18].[F:1][c:2]1[cH:3][cH:4][c:5]([N+:9](=[O:10])[O-:11])[c:6]([NH2:7])[cH:8]1.[H-:12].[Na+:13]>>[F:1][c:2]1[cH:3][cH:4][c:5]([N+:9](=[O:10])[O-:11])[c:6]([NH:7][CH2:19][CH2:20][CH2:21][CH2:22][O:23][CH3:24])[cH:8]1. Yields the product COC=1C=C(CCC=2N=C3C(=NC2)NC(=C3)C=3C=C2CC(NC2=CC3)=O)C=C(C1)OC (5-(2-(3,5-Dimethoxyphenethyl)-5H-pyrrolo[2,3-b]pyrazin-6-yl)indolin-2-one). Reaction SMILES: Br[C:2]1[NH:22][C:5]2=[N:6][CH:7]=[C:8]([CH2:10][CH2:11][C:12]3[CH:17]=[C:16]([O:18][CH3:19])[CH:15]=[C:14]([O:20][CH3:21])[CH:13]=3)[N:9]=[C:4]2[CH:3]=1.CC1(C)C(C)(C)OB([C:31]2[CH:32]=[C:33]3[C:37](=[CH:38][CH:39]=2)[NH:36][C:35](=[O:40])[CH2:34]3)O1>>[CH3:21][O:20][C:14]1[CH:13]=[C:12]([CH:17]=[C:16]([O:18][CH3:19])[CH:15]=1)[CH2:11][CH2:10][C:8]1[N:9]=[C:4]2[CH:3]=[C:2]([C:31]3[CH:32]=[C:33]4[C:37](=[CH:38][CH:39]=3)[NH:36][C:35](=[O:40])[CH2:34]4)[NH:22][C:5]2=[N:6][CH:7]=1. Procedure: The compound was prepared by using procedures analogous to those described for the synthesis of Example 53, Step 2 starting from 6-bromo-2-[2-(3,5-dimethoxyphenyl)ethyl]-5H-pyrrolo[2,3-b]pyrazine and 5-(4,4,5,5-tetramethyl-1,3,2-dioxaborolan-2-yl)indolin-2-one (from Combi-Blocks) LCMS calculated for C24H23N4O3 (M+H)+: m/z=415.2. Found 415.3. The reactants are BrC1=CC=2C(=NC=C(N2)CCC2=CC(=CC(=C2)OC)OC)N1 (6-bromo-2-[2-(3,5-dimethoxyphenyl)ethyl]-5H-pyrrolo[2,3-b]pyrazine), CC1(OB(OC1(C)C)C=1C=C2CC(NC2=CC1)=O)C (5-(4,4,5,5-tetramethyl-1,3,2-dioxaborolan-2-yl)indolin-2-one). As a reaction SMILES: [CH3:11][CH2:12][OH:13].[F:2][c:3]1[n:4][c:5]([F:10])[cH:6][c:7]([F:9])[n:8]1.[NH3:1]>>[NH2:1][c:3]1[n:4][c:5]([F:10])[cH:6][c:7]([F:9])[n:8]1. Yields the product Nc1nc(F)cc(F)n1. Starting materials: CCO, Fc1cc(F)nc(F)n1, N. Reactants: FC(OC1=C(C=O)C=CC=C1)F (2-difluoromethoxy-benzaldehyde), CCN(C(C)C)C(C)C (DIEA), ClC1=CC=C(C(=S)NN)C=C1 (4-chloro-thiobenzoic acid hydrazide). Run in C(Cl)Cl (CH2Cl2). Run at time 10 minute. Product: ClC1=CC=C(C=C1)C1=NNC(S1)C1=C(C=CC=C1)OC(F)F (5-(4-chloro-phenyl)-2-(2-difluoromethoxy-phenyl)-2,3-dihydro-[1,3,4]thiadiazole). Reaction SMILES: [Cl:1][C:2]1[CH:11]=[CH:10][C:5]([C:6]([NH:8][NH2:9])=[S:7])=[CH:4][CH:3]=1.[F:12][CH:13]([F:23])[O:14][C:15]1[CH:22]=[CH:21][CH:20]=[CH:19][C:16]=1[CH:17]=O.CCN(C(C)C)C(C)C>C(Cl)Cl>[Cl:1][C:2]1[CH:11]=[CH:10][C:5]([C:6]2[S:7][CH:17]([C:16]3[CH:19]=[CH:20][CH:21]=[CH:22][C:15]=3[O:14][CH:13]([F:12])[F:23])[NH:9][N:8]=2)=[CH:4][CH:3]=1. Reported procedure: To a heterogeneous mixture of 4-chloro-thiobenzoic acid hydrazide (0.107 mmol) in CH2Cl2 (1 mL) is added 2-difluoromethoxy-benzaldehyde (0.128 mmol) and DIEA (0.128 mmol). After 10 minutes the mixture become homogenous and the reaction is complete by TLC and LCMS to give 5-(4-chloro-phenyl)-2-(2-difluoromethoxy-phenyl)-2,3-dihydro-[1,3,4]thiadiazole which is used in the next step without evaporation of the solvent. The reactants are [Al+3], [H-], [H-], [H-], [H-], [Li+], [Na+], C1CCOC1, [OH-], O, CCOC(=O)CC1CN(Cc2ccccc2)CCO1. Yields the product OCCC1CN(Cc2ccccc2)CCO1. RXN SMILES: [Al+3:2].[H-:1].[H-:4].[H-:5].[H-:6].[Li+:3].[Na+:32].[O:7]1[CH2:8][CH2:9][CH2:10][CH2:11]1.[OH-:31].[OH2:33].[c:12]1([CH2:18][N:19]2[CH2:20][CH:21]([CH2:25][C:26](=[O:27])[O:28][CH2:29][CH3:30])[O:22][CH2:23][CH2:24]2)[cH:13][cH:14][cH:15][cH:16][cH:17]1>>[c:12]1([CH2:18][N:19]2[CH2:20][CH:21]([CH2:25][CH2:26][OH:27])[O:22][CH2:23][CH2:24]2)[cH:13][cH:14][cH:15][cH:16][cH:17]1. Starting materials: OCC1=NC=C2N1CCCC2 (3-hydroxymethyl-5,6,7,8-tetrahydroimidazo[1,5-a]pyridine), Cl.NCCS (cysteamine hydrochloride). The product is C=1N=CN2C1CCCC2 (5,6,7,8-tetrahydroimidazo[1,5-a]pyridine). RXN SMILES: OC[C:3]1[N:7]2[CH2:8][CH2:9][CH2:10][CH2:11][C:6]2=[CH:5][N:4]=1.Cl.NCCS>>[CH:5]1[N:4]=[CH:3][N:7]2[CH2:8][CH2:9][CH2:10][CH2:11][C:6]=12 |f:1.2|. Procedure details: Reacting 3-hydroxymethyl-5,6,7,8-tetrahydroimidazo[1,5-a]pyridine with cysteamine hydrochloride by the procedure of Example 1 gives 3-[2-aminoethyl)thiomethyl]-5,6,7,8-tetrahydroimidazo[1,5-a]pyridine. Reactants: C(C1=CC=CC=C1)(=O)O (Benzoic acid), C1=CC=CC=C1 (benzene), [H-] (hydride), C(CCCCCCCCC=C)(=O)O (10-Undecenoic acid), organoborane. Solvent: C1CCOC1 (THF). Reaction conditions: time 2.5 hour. Yields the product C(CCCCCCCCCC)(=O)O (undecanoic acid). RXN SMILES: C(O)(=O)C1C=CC=CC=1.C1C=CC=CC=1.[H-].[C:17]([OH:29])(=[O:28])[CH2:18][CH2:19][CH2:20][CH2:21][CH2:22][CH2:23][CH2:24][CH2:25][CH:26]=[CH2:27]>C1COCC1>[C:17]([OH:29])(=[O:28])[CH2:18][CH2:19][CH2:20][CH2:21][CH2:22][CH2:23][CH2:24][CH2:25][CH2:26][CH3:27]. Reported procedure: Extended reflux of carboxylic acids with excess thexylborane-THF is known to give aldehydes. By contrast TBDA at 0° C. reduces aliphatic carboxylic acids to give predominantly the corresponding alcohols. Benzoic acid in THF is only reduced to the extent of 15% in 48 hours whereas in benzene 1.98 equivalents of hydride are taken up in 2.5 hours. 10-Undecenoic acid reacts only at the double bond with one equivalent of TBDA at 0° C. in 15 minutes. Hydrolysis of the intermediate organoborane gives u...